Dataset: the Open Reaction Database (ORD), a public repository of structured organic reaction records. Task: describe an organic reaction: reactants, conditions, products, and yield Starting materials: N(=[N+]=[N-])C(C)C=1N=C2N(C(C1Br)=O)C(=CS2)C (7-(1-azidoethyl)-6-bromo-3-methyl-5H-[1,3]thiazolo[3,2-a]pyrimidin-5-one), FC=1C=C(C=C(C1)F)B(O)O ((3,5-difluorophenyl)boronic acid), solution, C([O-])([O-])=O.[Na+].[Na+] (sodium carbonate), O (water). Reagents/catalysts: C=1C=CC(=CC1)[P](C=2C=CC=CC2)(C=3C=CC=CC3)[Pd]([P](C=4C=CC=CC4)(C=5C=CC=CC5)C=6C=CC=CC6)([P](C=7C=CC=CC7)(C=8C=CC=CC8)C=9C=CC=CC9)[P](C=1C=CC=CC1)(C=1C=CC=CC1)C=1C=CC=CC1 (tetrakis(triphenylphosphine)palladium(0)). Solvent: C(C)(=O)OCC (ethyl acetate), O1CCOCC1 (1,4-dioxane). Reaction conditions: temperature 100 celsius. The product is N(=[N+]=[N-])C(C)C=1N=C2N(C(C1C1=CC(=CC(=C1)F)F)=O)C(=CS2)C (7-(1-azidoethyl)-6-(3,5-difluorophenyl)-3-methyl-5H-[1,3]thiazolo[3,2-a]pyrimidin-5-one). Yield: 30.6%. As a reaction SMILES: [N:1]([CH:4]([C:6]1[N:7]=[C:8]2[S:16][CH:15]=[C:14]([CH3:17])[N:9]2[C:10](=[O:13])[C:11]=1Br)[CH3:5])=[N+:2]=[N-:3].[F:18][C:19]1[CH:20]=[C:21](B(O)O)[CH:22]=[C:23]([F:25])[CH:24]=1.C(=O)([O-])[O-].[Na+].[Na+].O>O1CCOCC1.C(OCC)(=O)C.C1C=CC([P]([Pd]([P](C2C=CC=CC=2)(C2C=CC=CC=2)C2C=CC=CC=2)([P](C2C=CC=CC=2)(C2C=CC=CC=2)C2C=CC=CC=2)[P](C2C=CC=CC=2)(C2C=CC=CC=2)C2C=CC=CC=2)(C2C=CC=CC=2)C2C=CC=CC=2)=CC=1>[N:1]([CH:4]([C:6]1[N:7]=[C:8]2[S:16][CH:15]=[C:14]([CH3:17])[N:9]2[C:10](=[O:13])[C:11]=1[C:21]1[CH:20]=[C:19]([F:18])[CH:24]=[C:23]([F:25])[CH:22]=1)[CH3:5])=[N+:2]=[N-:3] |f:2.3.4,^1:51,53,72,91|. Procedure details: To a mixture of 7-(1-azidoethyl)-6-bromo-3-methyl-5H-[1,3]thiazolo[3,2-a]pyrimidin-5-one (1.24 g, 3.95 mmol) and (3,5-difluorophenyl)boronic acid (0.748 g, 4.74 mmol) in 1,4-dioxane (25 mL) was added a 1 N solution of sodium carbonate in water (5.92 mL, 5.92 mmol) and tetrakis(triphenylphosphine)palladium(0) (0.27 g, 0.24 mmol). The mixture was heated at 100° C. overnight. After cooling, the mixture was diluted with ethyl acetate, washed with water and brine, dried over MgSO4, and concentrated. ...